From a dataset of the Open Reaction Database (ORD), a public repository of structured organic reaction records. describe an organic reaction: reactants, conditions, products, and yield The reactants are COC=1C=C(CCN)C=CC1 (3-Methoxyphenethylamine), C1(CCCC1)I (cyclopentyl iodide). Solvent: CC#N (CH3CN), C(Cl)Cl (CH2Cl2). Product: COC=1C=C(CCNC2CCCC2)C=CC1 (N-(3-methoxyphenethyl)cyclopentanamine). Yield: 66.1%. RXN SMILES: [CH3:1][O:2][C:3]1[CH:4]=[C:5]([CH:9]=[CH:10][CH:11]=1)[CH2:6][CH2:7][NH2:8].[CH:12]1(I)[CH2:16][CH2:15][CH2:14][CH2:13]1>CC#N.C(Cl)Cl>[CH3:1][O:2][C:3]1[CH:4]=[C:5]([CH:9]=[CH:10][CH:11]=1)[CH2:6][CH2:7][NH:8][CH:12]1[CH2:16][CH2:15][CH2:14][CH2:13]1. Reported procedure: 3-Methoxyphenethylamine (4.5 mL, 30 mmol), and cyclopentyl iodide (1.15 mL, 10 mmol) in CH3CN (15 mL) were irradiated for 10 min in a microwave at 110° C. After cooling to room temperature the mixture was diluted with CH2Cl2 and washed with NaHCO3 solution. The organic layer was dried over anhydrous Na2SO4 and evaporated in vacuo. The crude product was purified by silica gel chromatography using hexane as eluent and the product N-(3-methoxyphenethyl)cyclopentanamine (1.45 g, 66%) was obtained as... Reactants: C1(=CC=CC=C1)O (phenol), C(=O)([O-])[O-].[Cs+].[Cs+] (Cs2CO3), C(C)(=O)OCC (ethyl acetate), C(C)OC(C1=C(C=C(C=C1)Br)C)=O (4-bromo-2-methyl-benzoic acid ethyl ester). The solvent is C1(=CC=CC=C1)C (toluene). The product is C(C)OC(C1=C(C=C(C=C1)OC1=CC=CC=C1)C)=O (2-Methyl-4-phenoxy-benzoic acid ethyl ester). RXN SMILES: [CH2:1]([O:3][C:4](=[O:13])[C:5]1[CH:10]=[CH:9][C:8](Br)=[CH:7][C:6]=1[CH3:12])[CH3:2].[C:14]1([OH:20])[CH:19]=[CH:18][CH:17]=[CH:16][CH:15]=1.C([O-])([O-])=O.[Cs+].[Cs+].C(OCC)(=O)C>C1(C)C=CC=CC=1>[CH2:1]([O:3][C:4](=[O:13])[C:5]1[CH:10]=[CH:9][C:8]([O:20][C:14]2[CH:19]=[CH:18][CH:17]=[CH:16][CH:15]=2)=[CH:7][C:6]=1[CH3:12])[CH3:2] |f:2.3.4|. Procedure details: 27.5 g of 4-bromo-2-methyl-benzoic acid ethyl ester was dissolved in 120 mL of anhydrous toluene. To the solution was added 21.3 g of phenol, 73.6 g of Cs2CO3, 551 μL of ethyl acetate, 22 g of activated 4 A molecular sieves, and 5.68 g of 90% copper(I) trifuoromethanesulfonate benzene complex. The reaction was placed under a nitrogen atmosphere and heated at reflux temperature for 48 h. The resultant mixture was partitioned between water and ethyl acetate, and the mixture filtered through a fine...